describe an organic reaction: reactants, conditions, products, and yield From a dataset of the Open Reaction Database (ORD), a public repository of structured organic reaction records. Reactants: CC1=NN2C(SC1)=NN=C2C(CCCCCCCCCCCC)OC2=CC=C(C=C2)[N+](=O)[O-] (6-methyl-3-(1-[4-nitrophenoxy]tridecyl)-7H-1,2,4-triazolo[3,4-b]-[1,3,4]thiadiazine), C(C)(=O)OC(C)=O (acetic anhydride), Cl (HCl), [PH2](=O)O (hypophosphorous acid). Yields the product CC1=NN2C(NN=C2C(CCCCCCCCCCCC)OC2=CC=C(C=C2)[N+](=O)[O-])=C1 (6-methyl-3-[1-(4-nitrophenoxy)tridecyl]-1H-pyrazolo-[5,1-c]-1,2,4-triazole). As a reaction SMILES: [CH3:1][C:2]1[CH2:7]S[C:5]2=[N:8][N:9]=[C:10]([CH:11]([O:24][C:25]3[CH:30]=[CH:29][C:28]([N+:31]([O-:33])=[O:32])=[CH:27][CH:26]=3)[CH2:12][CH2:13][CH2:14][CH2:15][CH2:16][CH2:17][CH2:18][CH2:19][CH2:20][CH2:21][CH2:22][CH3:23])[N:4]2[N:3]=1.C(OC(=O)C)(=O)C.Cl.[PH2](O)=O>>[CH3:1][C:2]1[CH:7]=[C:5]2[NH:8][N:9]=[C:10]([CH:11]([O:24][C:25]3[CH:30]=[CH:29][C:28]([N+:31]([O-:33])=[O:32])=[CH:27][CH:26]=3)[CH2:12][CH2:13][CH2:14][CH2:15][CH2:16][CH2:17][CH2:18][CH2:19][CH2:20][CH2:21][CH2:22][CH3:23])[N:4]2[N:3]=1. Reported procedure: Process of claim 2 wherein 6-methyl-3-(1-[4-nitrophenoxy]tridecyl)-7H-1,2,4-triazolo[3,4-b]-[1,3,4]thiadiazine] is reacted with acetic anhydride, and the acylated intermediate thereby produced is reacted with HCl in the presence of hypophosphorous acid to produce 6-methyl-3-[1-(4-nitrophenoxy)tridecyl]-1H-pyrazolo-[5,1-c]-1,2,4-triazole. The reactants are Cl.ClCC=1C=NC=CC1 (3-chloromethylpyridine hydrochloride), C(O)([O-])=O.[Na+] (sodium hydrogencarbonate), N1C=CC2=CC=CC=C12 (indole), [H-].[Na+] (sodium hydride). Run in CN(C=O)C (dimethylformamide), CN(C=O)C (dimethylformamide), CN(C=O)C (dimethylformamide). Reaction conditions: time 30 minute. Yields the product N1=CC(=CC=C1)CN1C=CC2=CC=CC=C12 (1-(3-pyridylmethyl)indole). The yield is 100.5%. RXN SMILES: [NH:1]1[C:9]2[C:4](=[CH:5][CH:6]=[CH:7][CH:8]=2)[CH:3]=[CH:2]1.[H-].[Na+].Cl.Cl[CH2:14][C:15]1[CH:16]=[N:17][CH:18]=[CH:19][CH:20]=1.C(=O)([O-])O.[Na+]>CN(C)C=O>[N:17]1[CH:18]=[CH:19][CH:20]=[C:15]([CH2:14][N:1]2[C:9]3[C:4](=[CH:5][CH:6]=[CH:7][CH:8]=3)[CH:3]=[CH:2]2)[CH:16]=1 |f:1.2,3.4,5.6|. Procedure: Under argon, a dimethylformamide (50 ml) solution of indole (18 g) was added into dimethylformamide (350 ml) in which 60% sodium hydride (7.9 g) was suspended, and the mixture was stirred at room temperature for 30 minutes. A dimethylformamide (100 ml) solution of 3-chloromethylpyridine hydrochloride (25 g) was added at 0° C. and the mixture stirred at room temperature for 18 hours. After the reaction, a saturated aqueous sodium hydrogencarbonate solution was added at 0° C. and the mixture was e... Reactants: B(OC1=CC=C(C=C1)CC)([O-])[O-] (4-ethylphenyl borate), BrC=1C=CC2=C(C=C(CCN2C)C(=O)NC2=CC=C(C=C2)CN(C2CCOCC2)C)C1 (7-bromo-1-methyl-N-[4-[[N-methyl-N-(tetrahydropyran-4-yl)amino]methyl]phenyl]-2,3-dihydro-1-benzoazepine-4-carboxamide), tetrakistriphenylphosphine palladium, C([O-])([O-])=O.[K+].[K+] (potassium carbonate). Run in O.C(C)O.C1(=CC=CC=C1)C (water ethanol toluene), C(C)(=O)OCC (ethyl acetate). Reaction conditions: time 30 minute. Yields the product C(C)C1=CC=C(C=C1)C=1C=CC2=C(C=C(CCN2C)C(=O)NC2=CC=C(C=C2)CN(C2CCOCC2)C)C1 (7-(4-ethylphenyl)-1-methyl-N-[4-[[N-methyl-N-(tetrahydropyran-4-yl)amino]methyl]phenyl]-2,3-dihydro-1-benzoazepine-4-carboxamide). Yield: 39.2%. Reaction SMILES: B([O-])([O-])O[C:3]1[CH:8]=[CH:7][C:6]([CH2:9][CH3:10])=[CH:5][CH:4]=1.Br[C:14]1[CH:15]=[CH:16][C:17]2[N:23]([CH3:24])[CH2:22][CH2:21][C:20]([C:25]([NH:27][C:28]3[CH:33]=[CH:32][C:31]([CH2:34][N:35]([CH3:42])[CH:36]4[CH2:41][CH2:40][O:39][CH2:38][CH2:37]4)=[CH:30][CH:29]=3)=[O:26])=[CH:19][C:18]=2[CH:43]=1.C(=O)([O-])[O-].[K+].[K+]>O.C(O)C.C1(C)C=CC=CC=1.C(OCC)(=O)C>[CH2:9]([C:6]1[CH:7]=[CH:8][C:3]([C:14]2[CH:15]=[CH:16][C:17]3[N:23]([CH3:24])[CH2:22][CH2:21][C:20]([C:25]([NH:27][C:28]4[CH:29]=[CH:30][C:31]([CH2:34][N:35]([CH3:42])[CH:36]5[CH2:37][CH2:38][O:39][CH2:40][CH2:41]5)=[CH:32][CH:33]=4)=[O:26])=[CH:19][C:18]=3[CH:43]=2)=[CH:4][CH:5]=1)[CH3:10] |f:2.3.4,5.6.7|. Procedure details: In water:ethanol:toluene (1:1:10, 18.0 ml) were dissolved 4-ethylphenyl borate (227 mg) and 7-bromo-1-methyl-N-[4-[[N-methyl-N-(tetrahydropyran-4-yl)amino]methyl]phenyl]-2,3-dihydro-1-benzoazepine-4-carboxamide (611 mg), and to the mixture was added potassium carbonate (418 mg). The mixture was stirred under argon atmosphere for 30 minutes, and to the mixture was added tetrakistriphenylphosphine palladium (59 mg). Under argon atmosphere, the mixture was refluxed for 17 hours, and the mixture was...